This data is from the Open Reaction Database (ORD), a public repository of structured organic reaction records. The task is: describe an organic reaction: reactants, conditions, products, and yield Yields the product aqueous solution, FC(F)(F)C1CC=CC=C1 (trifluoromethylcyclohexa-3,5-diene). As a reaction SMILES: [C:1]1([C:7]([F:10])([F:9])[F:8])[CH:6]=[CH:5][CH:4]=[CH:3][CH:2]=1.O=O>>[F:8][C:7]([CH:1]1[CH:2]=[CH:3][CH:4]=[CH:5][CH2:6]1)([F:10])[F:9]. Reactants: C1(=CC=CC=C1)C(F)(F)F (Benzotrifluoride), O=O (oxygen). Conditions: time 2 hour. Reported procedure: 8 liters of YEM in a fermenter were inoculated with a 20 h shake culture of P. putida NCIB 12190 (stock slant derived from a shake culture grown on benzene) grown on the same medium (50 ml). The organism was grown at 500 rpm; 500 ml air/min for 20 h, with a continuous feed of concentrated nutrient (disodium succinate (320 g) and (NH4)2SO4 (64 g) in 1 liter of 0.025M potassium phosphate buffer pH 7.2) at 40 ml/h, reach a dry cell weight of 2.8 g/l. The aeration was then increased (550 rpm; 750 ml... Starting materials: CC=1OC=CC(C1O)=O (2-methyl-3-hydroxy-4-pyranone), C(C1=CC=CC=C1)Cl (benzyl chloride), CO (methanol), [OH-].[Na+] (NaOH). Run in O (water). The product is CC=1OC=CC(C1OCC1=CC=CC=C1)=O (2-methyl-3-benzyloxy-4-pyranone). Yield: 93.7%. RXN SMILES: [CH3:1][C:2]1[O:3][CH:4]=[CH:5][C:6](=[O:9])[C:7]=1[OH:8].[CH2:10](Cl)[C:11]1[CH:16]=[CH:15][CH:14]=[CH:13][CH:12]=1.CO.[OH-].[Na+]>O>[CH3:1][C:2]1[O:3][CH:4]=[CH:5][C:6](=[O:9])[C:7]=1[O:8][CH2:10][C:11]1[CH:16]=[CH:15][CH:14]=[CH:13][CH:12]=1 |f:3.4|. Procedure: 20.0 g (159 mmol) of 2-methyl-3-hydroxy-4-pyranone and 22.1 g (175 mmol, 1.1 eq.) of benzyl chloride are introduced into 200 mL of methanol; then 6.98 g (175 mmol) of NaOH in 22 mL of water are added. The reaction medium is reflux agitated for 6½ hours. The solvent is subsequently evaporated and the residue retaken up with 100 mL of dichloromethane. This solution is then washed with a 5% aqueous solution of soda (2×80 mL) and with water (2×80 mL). The organic phases are collected, dried on sodiu... Reactants: [H-].[K+] (Potassium hydride), C(CC)N(CCC)C(C(=O)OCC)C(=O)OCC (diethyl (dipropylamino)-malonate), BrCC1=CC=CC=2N(C=NC21)C(=O)OC(C)(C)C (t-butyl 4-(bromomethyl) -1H-benzimidazole-1-carboxylate). Solvent: C1CCOC1 (THF). Reaction conditions: time 5 minute. Yields the product CC(C)(OC(=O)N1C=NC2=C1C=CC=C2CC(C(=O)OCC)(C(=O)OCC)N(CCC)CCC)C (diethyl {((1,1 -dimethylethoxycarbonyl)-1H-benzimidazole-4-yl)methyl}(dipropyl amino)-propanedioate). Yield: 80.7%. Reaction SMILES: [H-].[K+].[CH2:3]([N:6]([CH:10]([C:16]([O:18][CH2:19][CH3:20])=[O:17])[C:11]([O:13][CH2:14][CH3:15])=[O:12])[CH2:7][CH2:8][CH3:9])[CH2:4][CH3:5].Br[CH2:22][C:23]1[C:31]2[N:30]=[CH:29][N:28]([C:32]([O:34][C:35]([CH3:38])([CH3:37])[CH3:36])=[O:33])[C:27]=2[CH:26]=[CH:25][CH:24]=1>C1COCC1>[CH3:37][C:35]([CH3:38])([O:34][C:32]([N:28]1[C:27]2[CH:26]=[CH:25][CH:24]=[C:23]([CH2:22][C:10]([N:6]([CH2:7][CH2:8][CH3:9])[CH2:3][CH2:4][CH3:5])([C:11]([O:13][CH2:14][CH3:15])=[O:12])[C:16]([O:18][CH2:19][CH3:20])=[O:17])[C:31]=2[N:30]=[CH:29]1)=[O:33])[CH3:36] |f:0.1|. Procedure details: Potassium hydride (3.3 g of 40% oil suspension, washed with ether to remove oil, 0.03 mol) was added to a stirred solution of diethyl (dipropylamino)-malonate (10.2 g, 0.039 mol) in dry THF (100 mL). After 5 minutes, t-butyl 4-(bromomethyl) -1H-benzimidazole-1-carboxylate (6.22 g, 0.02 mol) was added and the solution was refluxed for 6 hours. The solvent was removed under reduced pressure and the residual oil was partitioned between ethyl acetate and water. After evaporation of the ethyl acetate... Reactants: FC1=C(C=C(C=C1)C)NC(=O)NC1=CC=C(C=C1)C1=C2C(=NC=C1)C=C(S2)C(=O)OC (methyl 7-[4-({[(2-fluoro-5-methylphenyl)amino]carbonyl}amino)phenyl]thieno[3,2-b]pyridine-2-carboxylate), [OH-].[Na+] (NaOH), Cl (HCl), O (water). The solvent is C1CCOC1.CO (THF MeOH). Reaction conditions: temperature 70 celsius. Yields the product FC1=C(C=C(C=C1)C)NC(=O)NC1=CC=C(C=C1)C1=C2C(=NC=C1)C=C(S2)C(=O)O (7-[4-({[(2-fluoro-5-methylphenyl)amino]carbonyl}amino)phenyl]thieno[3,2-b]pyridine-2-carboxylic acid). Reaction SMILES: [F:1][C:2]1[CH:7]=[CH:6][C:5]([CH3:8])=[CH:4][C:3]=1[NH:9][C:10]([NH:12][C:13]1[CH:18]=[CH:17][C:16]([C:19]2[CH:24]=[CH:23][N:22]=[C:21]3[CH:25]=[C:26]([C:28]([O:30]C)=[O:29])[S:27][C:20]=23)=[CH:15][CH:14]=1)=[O:11].[OH-].[Na+].O.Cl>C1COCC1.CO>[F:1][C:2]1[CH:7]=[CH:6][C:5]([CH3:8])=[CH:4][C:3]=1[NH:9][C:10]([NH:12][C:13]1[CH:14]=[CH:15][C:16]([C:19]2[CH:24]=[CH:23][N:22]=[C:21]3[CH:25]=[C:26]([C:28]([OH:30])=[O:29])[S:27][C:20]=23)=[CH:17][CH:18]=1)=[O:11] |f:1.2,5.6|. Procedure: To a stirred solution of methyl 7-[4-({[(2-fluoro-5-methylphenyl)amino]carbonyl}amino)phenyl]thieno[3,2-b]pyridine-2-carboxylate (20 mg, 0.046 mmol) in THF/MeOH (5 ml/5 ml) was added 1M NaOH (2.0 ml, 2.0 mmol). The mixture was heated at 70° C. for 30 minutes, cooled to room temperature and poured into 50 ml of water. 1M HCl was added until pH=4 and the resulting precipitates were filtered, washed with water and dried in vacuo to give 7-[4-({[(2-fluoro-5-methylphenyl)amino]carbonyl}amino)phenyl]t... Starting materials: ClC1=CC(=NC=2N1N=C(C2)C)NC(C2=CC=C(C=C2)C(C)(C)O)=O (N-(7-chloro-2-methylpyrazolo[1,5-a]pyrimidin-5-yl)-4-(2-hydroxypropan-2-yl)benzamide), O1C2=C(OCC1)C=C(C=C2)B(O)O (2,3-dihydrobenzo[b][1,4]dioxin-6-ylboronic acid), O1CCOCC1 (1,4-dioxane). Reagents/catalysts: C1(=CC=CC=C1)P([C-]1C=CC=C1)C1=CC=CC=C1.[C-]1(C=CC=C1)P(C1=CC=CC=C1)C1=CC=CC=C1.[Fe+2] (1,1′-bis(diphenylphosphino)ferrocene), Cl[Pd]Cl (dichloropalladium(II)). The solvent is CO (methanol). Conditions: temperature 110 celsius. Product: O1C2=C(OCC1)C=C(C=C2)C2=CC(=NC=1N2N=C(C1)C)NC(C1=CC=C(C=C1)C(C)(C)O)=O (N-(7-(2,3-dihydrobenzo[b][1,4]dioxin-6-yl)-2-methylpyrazolo[1,5-a]pyrimidin-5-yl)-4-(2-hydroxypropan-2-yl)benzamide). Yield: 74.0%. RXN SMILES: Cl[C:2]1[N:7]2[N:8]=[C:9]([CH3:11])[CH:10]=[C:6]2[N:5]=[C:4]([NH:12][C:13](=[O:24])[C:14]2[CH:19]=[CH:18][C:17]([C:20]([OH:23])([CH3:22])[CH3:21])=[CH:16][CH:15]=2)[CH:3]=1.[O:25]1[CH2:30][CH2:29][O:28][C:27]2[CH:31]=[C:32](B(O)O)[CH:33]=[CH:34][C:26]1=2.O1CCOCC1>CO.C1(P(C2C=CC=CC=2)[C-]2C=CC=C2)C=CC=CC=1.[C-]1(P(C2C=CC=CC=2)C2C=CC=CC=2)C=CC=C1.[Fe+2].Cl[Pd]Cl>[O:25]1[CH2:30][CH2:29][O:28][C:27]2[CH:31]=[C:32]([C:2]3[N:7]4[N:8]=[C:9]([CH3:11])[CH:10]=[C:6]4[N:5]=[C:4]([NH:12][C:13](=[O:24])[C:14]4[CH:19]=[CH:18][C:17]([C:20]([OH:23])([CH3:22])[CH3:21])=[CH:16][CH:15]=4)[CH:3]=3)[CH:33]=[CH:34][C:26]1=2 |f:4.5.6|. Reported procedure: A suspension of N-(7-chloro-2-methylpyrazolo[1,5-a]pyrimidin-5-yl)-4-(2-hydroxypropan-2-yl)benzamide (2F, 60 mg, 0.174 mmol), 2,3-dihydrobenzo[b][1,4]dioxin-6-ylboronic acid (41 mg, 0.226 mmol), and 1,1′-bis(diphenylphosphino)ferrocene]dichloropalladium(II) (7 mg, 9.5 μmol) in 2:1 1,4-dioxane/saturated aqueous NaHCO3 (0.58 mL of 1,4-dioxane and 0.29 mL of saturated aqueous NaHCO3) was prepared in a 10 mL microwave reaction vessel and the sealed reaction vessel warmed to 110° C. for 10 minutes in... Starting materials: CCO, Cl, [Na+], C1CCOC1, [OH-], CCOC(=O)CCc1cn(Cc2ccc(OCc3cccc(-c4cnccn4)c3)cc2)cc1-c1ccccc1. The product is O=C(O)CCc1cn(Cc2ccc(OCc3cccc(-c4cnccn4)c3)cc2)cc1-c1ccccc1. As a reaction SMILES: [CH3:48][CH2:49][OH:50].[ClH:47].[Na+:41].[O:42]1[CH2:43][CH2:44][CH2:45][CH2:46]1.[OH-:40].[c:1]1(-[c:7]2[c:8]([CH2:33][CH2:34][C:35](=[O:36])[O:37][CH2:38][CH3:39])[cH:9][n:10]([CH2:12][c:13]3[cH:14][cH:15][c:16]([O:19][CH2:20][c:21]4[cH:22][c:23](-[c:27]5[n:28][cH:29][cH:30][n:31][cH:32]5)[cH:24][cH:25][cH:26]4)[cH:17][cH:18]3)[cH:11]2)[cH:2][cH:3][cH:4][cH:5][cH:6]1>>[c:1]1(-[c:7]2[c:8]([CH2:33][CH2:34][C:35](=[O:36])[OH:37])[cH:9][n:10]([CH2:12][c:13]3[cH:14][cH:15][c:16]([O:19][CH2:20][c:21]4[cH:22][c:23](-[c:27]5[n:28][cH:29][cH:30][n:31][cH:32]5)[cH:24][cH:25][cH:26]4)[cH:17][cH:18]3)[cH:11]2)[cH:2][cH:3][cH:4][cH:5][cH:6]1. Starting materials: ICCO (2-iodoethanol), ClC(=O)OCCCCCCCC (n-octyl chloroformate), C(C)OCC (diethyl ether), N1=CC=CC=C1 (pyridine). Solvent: C1=CC=CC=C1 (benzene), C1=CC=CC=C1 (benzene). Run at temperature 0 celsius, time 30 minute. The product is C(OCCI)(OCCCCCCCC)=O (2-iodoethyl n-octyl carbonate). Reaction SMILES: [I:1][CH2:2][CH2:3][OH:4].Cl[C:6]([O:8][CH2:9][CH2:10][CH2:11][CH2:12][CH2:13][CH2:14][CH2:15][CH3:16])=[O:7].N1C=CC=CC=1.C(OCC)C>C1C=CC=CC=1>[C:6](=[O:7])([O:8][CH2:9][CH2:10][CH2:11][CH2:12][CH2:13][CH2:14][CH2:15][CH3:16])[O:4][CH2:3][CH2:2][I:1]. Reported procedure: To a well-stirred solution consisting of 17.89 g. (0.104 mole) of 2-iodoethanol dissolved in 25 ml. of benzene precooled to 0° C. with the aid of an ice/water bath, there is added in a dropwise manner a solution consisting of 20 g. (0.104 mole) n-octyl chloroformate dissolved in 25 ml of benzene. Upon completion of this step, the reaction mixture is treated with 8.3 ml (0.104 ml.) of pyridine which is also added in a dropwise manner. The resulting suspension is then stirred for 30 minutes at 0° ... Starting materials: OC1=NOC(=C1C1CCCC1)C1=CC=CC=C1 (3-Hydroxy-4-cyclopentyl-5-phenylisoxazole), C(C)(C)(C)OC(=O)NCCO (2-(N-tert-butoxycarbonylamino)ethanol), Example I ( a ). Yields the product C(C)(C)(C)OC(=O)NCCOC1=NOC(=C1C1CCCC1)C1=CC=CC=C1 (3-(2-(N-tert-Butoxycarbonylamino)ethoxy)-4-cyclopentyl-5-phenylisoxazole). The yield is 82.8%. Reaction SMILES: [OH:1][C:2]1[C:6]([CH:7]2[CH2:11][CH2:10][CH2:9][CH2:8]2)=[C:5]([C:12]2[CH:17]=[CH:16][CH:15]=[CH:14][CH:13]=2)[O:4][N:3]=1.[C:18]([O:22][C:23]([NH:25][CH2:26][CH2:27]O)=[O:24])([CH3:21])([CH3:20])[CH3:19]>>[C:18]([O:22][C:23]([NH:25][CH2:26][CH2:27][O:1][C:2]1[C:6]([CH:7]2[CH2:8][CH2:9][CH2:10][CH2:11]2)=[C:5]([C:12]2[CH:13]=[CH:14][CH:15]=[CH:16][CH:17]=2)[O:4][N:3]=1)=[O:24])([CH3:21])([CH3:20])[CH3:19]. Reported procedure: 3-Hydroxy-4-cyclopentyl-5-phenylisoxazole (229 mg) and 2-(N-tert-butoxycarbonylamino)ethanol (193 mg) were subjected to reaction and post-treatment in a similar manner to that described in Example I (a) to obtain the title compound (308 mg, 83%) as colorless crystals.